This data is from the Open Reaction Database (ORD), a public repository of structured organic reaction records. The task is: describe an organic reaction: reactants, conditions, products, and yield Starting materials: CNOC, C[Al](C)C, Cl, Cl, COC(=O)C(c1ccccc1)N1CCOCC1. The product is CON(C)C(=O)C(c1ccccc1)N1CCOCC1. As a reaction SMILES: [CH3:2][NH:3][O:4][CH3:5].[CH3:6][Al:7]([CH3:8])[CH3:9].[ClH:1].[ClH:27].[O:10]1[CH2:11][CH2:12][N:13]([CH:16]([C:17]([O:19][CH3:18])=[O:20])[c:21]2[cH:22][cH:23][cH:24][cH:25][cH:26]2)[CH2:14][CH2:15]1>>[CH3:2][N:3]([O:4][CH3:5])[C:17]([CH:16]([N:13]1[CH2:12][CH2:11][O:10][CH2:15][CH2:14]1)[c:21]1[cH:22][cH:23][cH:24][cH:25][cH:26]1)=[O:19]. The reactants are C1(CC1)OCCCCO (4-(cyclopropyloxy)butan-1-ol), O (water). Solvent: CS(=O)C (DMSO), ClCCl (dichloromethane), C(C)N(CC)CC (triethylamine), CS(=O)C (DMSO). Product: C1(CC1)OCCCC=O (4-(cyclopropyloxy)butanal). Isolated yield 59.2%. Reaction SMILES: [CH:1]1([O:4][CH2:5][CH2:6][CH2:7][CH2:8][OH:9])[CH2:3][CH2:2]1.O>CS(C)=O.ClCCl.C(N(CC)CC)C>[CH:1]1([O:4][CH2:5][CH2:6][CH2:7][CH:8]=[O:9])[CH2:3][CH2:2]1. Procedure: 4-(cyclopropyloxy)butan-1-ol (400 mg) was dissolved in a mixture of DMSO (3.5 mL), dichloromethane (10 mL), and triethylamine (2.14 mL), and a solution of a sulfur trioxide pyridine complex (1.47 g) in DMSO (3.5 mL) added dropwise thereto under ice-cooling. The reaction mixture was stirred under ice-cooling for 1 hour, and then poured into water (20 mL). The mixture was extracted with diethyl ether (200 mL), the organic layer was washed sequentially with water and saturated brine and dried over ... Reactants: C(C1=CC=CC=C1)C1(CCC(CC1)=O)C#C[Si](C)(C)C (4-Benzyl-4-((trimethylsilyl)ethynyl)cyclohexanone), C1(=CC=CC=C1)[Se]Cl (phenylselenenyl chloride), C(C)(C)[N-]C(C)C.[Li+] (lithium diisopropylamide), OO (hydrogen peroxide). The solvent is C1CCOC1 (THF), C(C)OCC (ethyl ether), C1CCOC1 (THF). Reaction conditions: temperature -78 celsius, time 20 minute. The product is C(C1=CC=CC=C1)C1(C=CC(CC1)=O)C#C[Si](C)(C)C (4-Benzyl-4-((trimethylsilanyl)ethynyl)cyclohex-2-enone). Isolated yield 38.6%. Reaction SMILES: [CH2:1]([C:8]1([C:15]#[C:16][Si:17]([CH3:20])([CH3:19])[CH3:18])[CH2:13][CH2:12][C:11](=[O:14])[CH2:10][CH2:9]1)[C:2]1[CH:7]=[CH:6][CH:5]=[CH:4][CH:3]=1.C([N-]C(C)C)(C)C.[Li+].C1([Se]Cl)C=CC=CC=1.OO>C1COCC1.C(OCC)C>[CH2:1]([C:8]1([C:15]#[C:16][Si:17]([CH3:19])([CH3:18])[CH3:20])[CH2:13][CH2:12][C:11](=[O:14])[CH:10]=[CH:9]1)[C:2]1[CH:7]=[CH:6][CH:5]=[CH:4][CH:3]=1 |f:1.2|. Procedure details: Under a nitrogen atmosphere and with stirring, a sample of 30 (50 mg, 0.176 mmol) was suspended in dry THF (1.4 mL) and the solution was cooled to −78° C. in a dry ice/isopropanol bath. To the stirred mixture was added lithium diisopropylamide (LDA, 2 M in THF/n-heptane/ethylbenzene, 132 μL, 0.26 mmol) dropwise. The isopropanol bath was then removed and the mixture was allowed to reach room temperature over 20 minutes. The mixture was again cooled to −78° C. and to it was added dropwise a soluti... The reactants are C(C)(=O)OC1=C(C=C(C=CC(=O)O)C=C1OC)OC (4-acetoxy-3,5-dimethoxycinnamic acid), O1C(=NC=C1)Cl (oxazolyl chloride). The reagents and catalysts are CN(C=O)C (dimethylformamide). The solvent is O1CCCC1 (tetrahydrofuran). Reaction conditions: time 1 hour. The product is C(C)(=O)OC1=C(C=C(C=CC(=O)Cl)C=C1OC)OC (4-acetoxy-3,5-dimethoxycinnamic acid chloride). Reaction SMILES: [C:1]([O:4][C:5]1[C:15]([O:16][CH3:17])=[CH:14][C:8]([CH:9]=[CH:10][C:11](O)=[O:12])=[CH:7][C:6]=1[O:18][CH3:19])(=[O:3])[CH3:2].O1C=CN=C1[Cl:25]>CN(C)C=O.O1CCCC1>[C:1]([O:4][C:5]1[C:15]([O:16][CH3:17])=[CH:14][C:8]([CH:9]=[CH:10][C:11]([Cl:25])=[O:12])=[CH:7][C:6]=1[O:18][CH3:19])(=[O:3])[CH3:2]. Procedure details: To a mixture of 4-acetoxy-3,5-dimethoxycinnamic acid (638 mg), dimethylformamide (2 drops) and tetrahydrofuran (8 ml) was added oxazolyl chloride (0.25 ml). The mixture was stirred at room temperature for one hour and then the solvent was distilled off to obtain 4-acetoxy-3,5-dimethoxycinnamic acid chloride as crystals. To a solution of the crystals in dichloromethane (15 ml) were added 5-amino-4-(2-chlorophenyl)-2-ethylthieno[2,3-b]pyridine (576 mg) and N,N-dimethylaniline (0.25 ml) with ice co... Reactants: CC(C)C(=O)Nc1cccc(C2CCN(CCCN)CC2)c1, O=C=Nc1ccccc1. The product is CC(C)C(=O)Nc1cccc(C2CCN(CCCNC(=O)Nc3ccccc3)CC2)c1. RXN SMILES: [NH2:10][CH2:11][CH2:12][CH2:13][N:14]1[CH2:15][CH2:16][CH:17]([c:20]2[cH:21][c:22]([NH:26][C:27]([CH:28]([CH3:29])[CH3:30])=[O:31])[cH:23][cH:24][cH:25]2)[CH2:18][CH2:19]1.[O:1]=[C:2]=[N:3][c:4]1[cH:5][cH:6][cH:7][cH:8][cH:9]1>>[O:1]=[C:2]([NH:3][c:4]1[cH:5][cH:6][cH:7][cH:8][cH:9]1)[NH:10][CH2:11][CH2:12][CH2:13][N:14]1[CH2:15][CH2:16][CH:17]([c:20]2[cH:21][c:22]([NH:26][C:27]([CH:28]([CH3:29])[CH3:30])=[O:31])[cH:23][cH:24][cH:25]2)[CH2:18][CH2:19]1. The reactants are O1C=CC=C1 (furan), C(C=C)(=O)OCC (ethyl acrylate). The reagents and catalysts are [Cl-].[Zn+2].[Cl-] (zinc chloride). Run at temperature 3 celsius, time 27 hour. Product: C(C)OC(=O)C1C2C=CC(C1)O2 (7-Oxa-bicyclo[2.2.1]hept-5-ene-2-carboxylic Acid Ethyl Ester). RXN SMILES: [O:1]1[CH:5]=[CH:4][CH:3]=[CH:2]1.[C:6]([O:10][CH2:11][CH3:12])(=[O:9])[CH:7]=[CH2:8]>[Cl-].[Zn+2].[Cl-]>[CH2:11]([O:10][C:6]([CH:7]1[CH2:8][CH:2]2[O:1][CH:5]1[CH:4]=[CH:3]2)=[O:9])[CH3:12] |f:2.3.4|. Procedure details: A mixture of 300 g of furan (4.32 mol) and 611 g (6.05 mol) of ethyl acrylate was cooled to 3° C. in an ice bath under an inert atmosphere. 706 g (5.2 mol) of zinc chloride were added portionwise to the solution during 30 min, maintaining the temperature at between 10° C. and 20° C. After completed addition, the cooling bath was removed and the mixture was allowed to gradually heat up during 30 min to 50° C. by exothermy. It was subsequently kept at 50° C. during 27 h by means of an oil bath, th... Starting materials: FC(OC1=CC=C(C=C1)N1C(C2(CC1)CCNCC2)=O)(F)F (2-(4-trifluoromethoxy-phenyl)-2,8-diaza-spiro[4.5]decan-1-one), O=C(OC(Cl)(Cl)Cl)Cl (diphosgene), CC1NCCCC1 (2-methyl-piperidine). The product is CC1N(CCCC1)C(=O)N1CCC2(CCN(C2=O)C2=CC=C(C=C2)OC(F)(F)F)CC1 (8-(2-Methyl-piperidine-1-carbonyl)-2-(4-trifluoromethoxy-phenyl)-2,8-diaza-spiro[4.5]decan-1-one). Reaction SMILES: [F:1][C:2]([F:22])([F:21])[O:3][C:4]1[CH:9]=[CH:8][C:7]([N:10]2[CH2:14][CH2:13][C:12]3([CH2:19][CH2:18][NH:17][CH2:16][CH2:15]3)[C:11]2=[O:20])=[CH:6][CH:5]=1.O=C(Cl)[O:25][C:26](Cl)(Cl)Cl.[CH3:31][CH:32]1[CH2:37][CH2:36][CH2:35][CH2:34][NH:33]1>>[CH3:31][CH:32]1[CH2:37][CH2:36][CH2:35][CH2:34][N:33]1[C:26]([N:17]1[CH2:16][CH2:15][C:12]2([C:11](=[O:20])[N:10]([C:7]3[CH:8]=[CH:9][C:4]([O:3][C:2]([F:1])([F:21])[F:22])=[CH:5][CH:6]=3)[CH2:14][CH2:13]2)[CH2:19][CH2:18]1)=[O:25]. Reported procedure: This material was prepared in analogy to example 251 step B) from 2-(4-trifluoromethoxy-phenyl)-2,8-diaza-spiro[4.5]decan-1-one, diphosgene and 2-methyl-piperidine. MS (ESI): 440.4 (MH+). Starting materials: CS(N)(=O)=O, Cl, O=[N+]([O-])c1ccc(F)cc1F, [H-], N#N, [Na+], CN(C)C=O. Yields the product CS(=O)(=O)Nc1cc(F)ccc1[N+](=O)[O-]. As a reaction SMILES: [CH3:1][S:2](=[O:3])(=[O:4])[NH2:5].[ClH:19].[F:8][c:9]1[c:10]([N+:16](=[O:17])[O-:18])[cH:11][cH:12][c:13]([F:15])[cH:14]1.[H-:7].[N:20]#[N:21].[Na+:6].[O:22]=[CH:23][N:24]([CH3:25])[CH3:26]>>[CH3:1][S:2](=[O:3])(=[O:4])[NH:5][c:9]1[c:10]([N+:16](=[O:17])[O-:18])[cH:11][cH:12][c:13]([F:15])[cH:14]1. Starting materials: CC(=O)O[BH-](OC(C)=O)OC(C)=O, CNCc1ccccc1, COC(OC)c1ncccc1C=O, CC(Cl)Cl, [Na+], [Na+], [OH-], O. Product: COC(OC)c1ncccc1CN(C)Cc1ccccc1. RXN SMILES: [C:23]([O:24][BH-:25]([O:26][C:27](=[O:28])[CH3:29])[O:30][C:31](=[O:32])[CH3:33])(=[O:34])[CH3:35].[CH2:14]([c:15]1[cH:16][cH:17][cH:18][cH:19][cH:20]1)[NH:21][CH3:22].[CH3:1][O:2][CH:3]([c:4]1[n:5][cH:6][cH:7][cH:8][c:9]1[CH:10]=[O:11])[O:12][CH3:13].[Cl:39][CH:40]([Cl:41])[CH3:42].[Na+:36].[Na+:38].[OH-:37].[OH2:43]>>[CH3:1][O:2][CH:3]([c:4]1[n:5][cH:6][cH:7][cH:8][c:9]1[CH2:10][N:21]([CH2:14][c:15]1[cH:16][cH:17][cH:18][cH:19][cH:20]1)[CH3:22])[O:12][CH3:13].